From a dataset of the Open Reaction Database (ORD), a public repository of structured organic reaction records. describe an organic reaction: reactants, conditions, products, and yield Starting materials: BrC=1SC(=C(C1C)Br)C (2,4-dibromo-3,5-dimethylthiophene), ice water, CCOCC (ether), solution, C(CCC)[Li] (n-butyl lithium). Run in CN(C=O)C (dimethylformamide). Run at temperature -35 celsius. Product: BrC=1C(=C(SC1C)C=O)C (4-bromo-3,5-dimethylthiophene-2-carboxaldehyde). RXN SMILES: Br[C:2]1[S:3][C:4]([CH3:9])=[C:5]([Br:8])[C:6]=1[CH3:7].C[CH2:11][O:12]CC.C([Li])CCC>CN(C)C=O>[Br:8][C:5]1[C:6]([CH3:7])=[C:2]([CH:11]=[O:12])[S:3][C:4]=1[CH3:9]. Reported procedure: 15.0 G. of 2,4-dibromo-3,5-dimethylthiophene was dissolved in 250 ml. of anhydrous ether and cooled to -70° C. with stirring under argon. 24 Ml. of a 2.4 M solution of n-butyl lithium was slowly added to the solution and the mixture was warmed to -35° C. for 10 minutes, and then cooled again to -70° C. 7.3 G. of dimethylformamide was added slowly to the mixture and the reaction mixture was warmed to room temperature for 14 hours. The resulting solution was poured into ice water, stirred for 20 m... The reactants are BrC=1C=CC(=C(C=O)C1)F (5-bromo-2-fluorobenzaldehyde), BrC1=C(C=CC=C1)O (2-bromophenol), C([O-])([O-])=O.[K+].[K+] (potassium carbonate). Solvent: CC(=O)N(C)C (DMA), C(C)(=O)OCC (ethyl acetate). Run at temperature 120 celsius, time 12 hour. Yields the product BrC=1C=CC(=C(C=O)C1)OC1=C(C=CC=C1)Br (5-bromo-2-(2-bromo-phenoxy)-benzaldehyde). The yield is 46.1%. RXN SMILES: [Br:1][C:2]1[CH:3]=[CH:4][C:5](F)=[C:6]([CH:9]=1)[CH:7]=[O:8].[Br:11][C:12]1[CH:17]=[CH:16][CH:15]=[CH:14][C:13]=1[OH:18].C(=O)([O-])[O-].[K+].[K+]>CC(N(C)C)=O.C(OCC)(=O)C>[Br:1][C:2]1[CH:3]=[CH:4][C:5]([O:18][C:13]2[CH:14]=[CH:15][CH:16]=[CH:17][C:12]=2[Br:11])=[C:6]([CH:9]=1)[CH:7]=[O:8] |f:2.3.4|. Procedure: To a solution of 5-bromo-2-fluorobenzaldehyde (0.203 g, 1 mmol) in DMA (2.5 mL) were added 2-bromophenol (0.182 g, 1.05 mmol) and potassium carbonate (0.138 g, 1 mmol), followed by stirring at 120° C. for 12 hours. The reaction solution was diluted with ethyl acetate, washed with brine, dried over MgSO4, and concentrated. The residue was purified through column chromatography (20% ethyl acetate/hexane) and concentrated to obtain the object compound (0.164 g, 46%). Reactants: C1(=CC=CC=C1)SCC1(CC1)C1(OCCO1)C (1-(Benzenesulfenylmethyl)-1-(2-methyl-1,3-dioxolan-2-yl)cyclopropane), C1(=CC=C(C=C1)S(=O)(=O)[O-])C.[NH+]1=CC=CC=C1 (pyridinium p-toluenesulfonate), C([O-])(O)=O.[Na+] (sodium bicarbonate). Solvent: C1(=CC=CC=C1)C (toluene), CC(=O)C (acetone). Reaction conditions: temperature 4 celsius, time 5 day. Product: C(C)(=O)C1(CC1)CSC1=CC=CC=C1 (1-Acetyl-1-(benzenesulfenylmethyl)cyclopropane). Yield: 1520.1%. As a reaction SMILES: [C:1]1([S:7][CH2:8][C:9]2([C:12]3([CH3:17])OCC[O:13]3)[CH2:11][CH2:10]2)[CH:6]=[CH:5][CH:4]=[CH:3][CH:2]=1.C1(C)C=CC(S([O-])(=O)=O)=CC=1.[NH+]1C=CC=CC=1.C(=O)(O)[O-].[Na+]>CC(C)=O.C1(C)C=CC=CC=1>[C:12]([C:9]1([CH2:8][S:7][C:1]2[CH:2]=[CH:3][CH:4]=[CH:5][CH:6]=2)[CH2:11][CH2:10]1)(=[O:13])[CH3:17] |f:1.2,3.4|. Procedure: A mixture of 5 (7.23 g, 2.94 mmol) and pyridinium p-toluenesulfonate (0.74 g, 2.94 mmol) in acetone (150 mL) was stirred in a cold room at 4° C. for 5 days. The mixture was neutralized with sodium bicarbonate solution, and diluted with toluene. After evaporation of acetone, the residue was diluted with water and extracted with ethyl acetate. The combined organic layers were washed with brine, and dried over sodium sulfate. Filtration and concentration gave 9.22 g of an oily material, which was p... Reactants: [Li]C, COc1ccc2c(c1)C=CC2, CCOCC, [Cl-], CCCI, [NH4+]. Product: CCCC1C=Cc2cc(OC)ccc21. As a reaction SMILES: [CH3:12][Li:13].[CH3:1][O:2][c:3]1[cH:4][c:5]2[c:9]([cH:10][cH:11]1)[CH2:8][CH:7]=[CH:6]2.[CH3:20][CH2:21][O:22][CH2:23][CH3:24].[Cl-:18].[I:14][CH2:15][CH2:16][CH3:17].[NH4+:19]>>[CH3:1][O:2][c:3]1[cH:4][c:5]2[c:9]([cH:10][cH:11]1)[CH:8]([CH2:15][CH2:16][CH3:17])[CH:7]=[CH:6]2. Reactants: Cl.C1(C=CCCC1)ON ((2-cyclohexen-1-yl)oxyamine hydrochloride), NC1[C@@H]2N(C(=C(CS2)CSC=2C=CC=3N(N2)N=NN3)C(=O)O)C1=O (7-amino-3-(tetrazolo[1,5-b]pyridazin-6-yl)thiomethyl-3-cephem-4-carboxylic acid), C([O-])([O-])=O.[Na+].[Na+] (sodium carbonate), C1(C=CCC1)ON=C(C(=O)O)C=1N=C(SC1)NC=O (2-(2-cyclopenten-1-yl)oxyimino-2-(2-formamidothiazol-4-yl)acetic acid), Cl (hydrochloric acid), Cl.C1(C=CCCC1)ON ((2-cyclohexen-1-yl)oxyamine hydrochloride), P(=O)(Cl)(Cl)Cl (phosphoryl chloride). Solvent: O (water), C(C)N(CC)CC (triethyl amine), O1CCCC1 (tetrahydrofuran), CC(=O)C (acetone), C(C)(=O)OCC (ethyl acetate), CN(C=O)C (N,N-dimethylformamide), O1CCCC1 (tetrahydrofuran), C(C)(=O)OCC (ethyl acetate), O (water). Run at temperature -3 celsius. Yields the product C[N+](=CCl)C.[Cl-] (Vilsmeier reagent), C1(C=CCC1)ON=C(C(=O)NC1[C@@H]2N(C(=C(CS2)CSC=2C=CC=3N(N2)N=NN3)C(=O)O)C1=O)C=1N=C(SC1)NC=O (7-[2-(2-cyclopenten-1-yl)oxyimino-2-(2-formamidothiazol-4-yl)acetamido]-3-(tetrazolo[1,5-b]pyridazin-6-yl)thiomethyl-3-cephem-4-carboxylic acid). As a reaction SMILES: P(Cl)(Cl)([Cl:3])=O.[CH:6]1([O:11][N:12]=[C:13]([C:17]2[N:18]=[C:19]([NH:22][CH:23]=[O:24])[S:20][CH:21]=2)[C:14]([OH:16])=O)[CH2:10][CH2:9][CH:8]=[CH:7]1.[ClH:25].C1(ON)CCCC=C1.[NH2:34][CH:35]1[C:56](=[O:57])[N:37]2[C:38]([C:53]([OH:55])=[O:54])=[C:39]([CH2:42][S:43][C:44]3[CH:45]=[CH:46][C:47]4[N:48]([N:50]=[N:51][N:52]=4)[N:49]=3)[CH2:40][S:41][C@H:36]12.C(=O)([O-])[O-].[Na+].[Na+].Cl>O1CCCC1.C(OCC)(=O)C.O.C(N(CC)CC)C.CC(C)=O.CN(C)C=O>[CH3:36][N+:37]([CH3:56])=[CH:38][Cl:25].[Cl-:3].[CH:6]1([O:11][N:12]=[C:13]([C:17]2[N:18]=[C:19]([NH:22][CH:23]=[O:24])[S:20][CH:21]=2)[C:14]([NH:34][CH:35]2[C:56](=[O:57])[N:37]3[C:38]([C:53]([OH:55])=[O:54])=[C:39]([CH2:42][S:43][C:44]4[CH:45]=[CH:46][C:47]5[N:48]([N:50]=[N:51][N:52]=5)[N:49]=4)[CH2:40][S:41][C@H:36]23)=[O:16])[CH2:10][CH2:9][CH:8]=[CH:7]1 |f:2.3,5.6.7,15.16|. Reported procedure: The solution of Vilsmeier reagent was prepared from dry N,N-dimethylformamide (0.4 g), phosphoryl chloride (0.8 g) and dry ethyl acetate (1.6 ml) in a usual manner. To the solution were added dry tetrahydrofuran (18 ml) and 2-(2-cyclopenten-1-yl)oxyimino-2-(2-formamidothiazol-4-yl)acetic acid (syn isomer) (1.2 g) and then stirred at -3° to 3° C. (Solution A). A mixture of 7-amino-3-(tetrazolo[1,5-b]pyridazin-6-yl)thiomethyl-3-cephem-4-carboxylic acid (1.5 g), sodium carbonate (0.9 g) and water (... Starting materials: C1(=CC=CC=C1)C(N1N=NN=C1C=C1C2=C(SCC3=C1C=CC=C3)C=C(C=C2)C(=O)OC)(C2=CC=CC=C2)C2=CC=CC=C2 (Methyl 11-(N-triphenylmethyltetrazol-5-yl)methylene-6,11-dihydrodibenzo[b,e]thiepin-3-carboxylate), [H-].[Al+3].[Li+].[H-].[H-].[H-] (lithium aluminium hydride), saturated aqueous solution, S(=O)(=O)([O-])[O-].[Na+].[Na+] (sodium sulfate). The solvent is CCOCC (ether), C1CCOC1 (THF). Reaction conditions: time 1 hour. The product is OCC=1C=CC2=C(SCC3=C(C2=CC2=NN=NN2C(C2=CC=CC=C2)(C2=CC=CC=C2)C2=CC=CC=C2)C=CC=C3)C1 (3-Hydroxymethyl-11-(N-triphenylmethyltetrazol-5-yl)methylene-6,11-dihydrodibenzo[b,e]thiepin). RXN SMILES: [C:1]1([C:7]([C:39]2[CH:44]=[CH:43][CH:42]=[CH:41][CH:40]=2)([C:33]2[CH:38]=[CH:37][CH:36]=[CH:35][CH:34]=2)[N:8]2[C:12]([CH:13]=[C:14]3[C:20]4[CH:21]=[CH:22][CH:23]=[CH:24][C:19]=4[CH2:18][S:17][C:16]4[CH:25]=[C:26]([C:29](OC)=[O:30])[CH:27]=[CH:28][C:15]3=4)=[N:11][N:10]=[N:9]2)[CH:6]=[CH:5][CH:4]=[CH:3][CH:2]=1.[H-].[Al+3].[Li+].[H-].[H-].[H-].S([O-])([O-])(=O)=O.[Na+].[Na+]>CCOCC.C1COCC1>[OH:30][CH2:29][C:26]1[CH:27]=[CH:28][C:15]2[C:14](=[CH:13][C:12]3[N:8]([C:7]([C:1]4[CH:2]=[CH:3][CH:4]=[CH:5][CH:6]=4)([C:39]4[CH:44]=[CH:43][CH:42]=[CH:41][CH:40]=4)[C:33]4[CH:38]=[CH:37][CH:36]=[CH:35][CH:34]=4)[N:9]=[N:10][N:11]=3)[C:20]3[CH:21]=[CH:22][CH:23]=[CH:24][C:19]=3[CH2:18][S:17][C:16]=2[CH:25]=1 |f:1.2.3.4.5.6,7.8.9|. Procedure: Compound 21-b (3.8 g, 6.4 mmol) was dissolved in a mixture of 80 ml of ether and 40 ml of THF, and 250 mg (6.6 mmol) of lithium aluminium hydride was added to the solution under ice cooling, followed by stirring at room temperature for one hour and a half. To the mixture was added 1 ml of a saturated aqueous solution of sodium sulfate and insoluble matters were filtered off. The filtrate was diluted with ethyl acetate, and the organic layer was washed with a saturated aqueous solution of sodium ...